Dataset: the Open Reaction Database (ORD), a public repository of structured organic reaction records. Task: describe an organic reaction: reactants, conditions, products, and yield Reactants: [Br-], CC(C)(C)c1ccc(B(O)O)cc1, O=C1NCCc2c(-c3ccccc3)[nH]c3cccc1c23. Product: CC(C)(C)c1ccc(-c2[nH]c3cccc4c3c2CCNC4=O)cc1. As a reaction SMILES: [Br-:21].[C:22]([CH3:23])([CH3:24])([CH3:25])[c:26]1[cH:27][cH:28][c:29]([B:30]([OH:31])[OH:32])[cH:33][cH:34]1.[c:1]1(-[c:7]2[nH:8][c:9]3[cH:10][cH:11][cH:12][c:13]4[c:14]3[c:15]2[CH2:16][CH2:17][NH:18][C:19]4=[O:20])[cH:2][cH:3][cH:4][cH:5][cH:6]1>>[c:1]1(-[c:7]2[nH:8][c:9]3[cH:10][cH:11][cH:12][c:13]4[c:14]3[c:15]2[CH2:16][CH2:17][NH:18][C:19]4=[O:20])[cH:2][cH:3][c:4]([C:22]([CH3:23])([CH3:24])[CH3:25])[cH:5][cH:6]1.